This data is from the Open Reaction Database (ORD), a public repository of structured organic reaction records. The task is: describe an organic reaction: reactants, conditions, products, and yield The reactants are O1CCOCC1 (dioxane), Cl (HCl), C(C)(=O)NC=1C=C(CN2CCC(CC2)CNC(CNC(C2=C(C=C(C(=C2)F)F)NC(=O)OC(C)(C)C)=O)=O)C=CC1O (1-(3-acetylamino-4-hydroxybenzyl)-4-[[N-(2-(tert-butoxycarbonylamino)-4,5-difluorobenzoyl)glycyl]aminomethyl]piperidine). Solvent: CO (methanol). Reaction conditions: time 8 hour. Yields the product C(C)(=O)NC=1C=C(CN2CCC(CC2)CNC(CNC(C2=C(C=C(C(=C2)F)F)N)=O)=O)C=CC1O (1-(3-acetylamino-4-hydroxybenzyl)-4-[[N-(2-amino-4,5-difluorobenzoyl)glycyl]aminomethyl]piperidine). Reaction SMILES: O1CCOCC1.Cl.[C:8]([NH:11][C:12]1[CH:13]=[C:14]([CH:46]=[CH:47][C:48]=1[OH:49])[CH2:15][N:16]1[CH2:21][CH2:20][CH:19]([CH2:22][NH:23][C:24](=[O:45])[CH2:25][NH:26][C:27](=[O:44])[C:28]2[CH:33]=[C:32]([F:34])[C:31]([F:35])=[CH:30][C:29]=2[NH:36]C(OC(C)(C)C)=O)[CH2:18][CH2:17]1)(=[O:10])[CH3:9]>CO>[C:8]([NH:11][C:12]1[CH:13]=[C:14]([CH:46]=[CH:47][C:48]=1[OH:49])[CH2:15][N:16]1[CH2:17][CH2:18][CH:19]([CH2:22][NH:23][C:24](=[O:45])[CH2:25][NH:26][C:27](=[O:44])[C:28]2[CH:33]=[C:32]([F:34])[C:31]([F:35])=[CH:30][C:29]=2[NH2:36])[CH2:20][CH2:21]1)(=[O:10])[CH3:9]. Procedure: A 4 M dioxane solution of HCl (0.50 mL) was added to a methanol (1 mL) solution of the 1-(3-acetylamino-4-hydroxybenzyl)-4-[[N-(2-(tert-butoxycarbonylamino)-4,5-difluorobenzoyl)glycyl]aminomethyl]piperidine obtained above, and the resulting solution was stirred at room temperature overnight and concentrated. The resulting residue was then dissolved in methanol, loaded onto a Varian™ SCX column, washed with methanol (5 mL×2), eluted with a 2 M methanol solution of NH3 (5 mL), concentrated and the... Product: C(C)(C)(C)C=1C=C(C(=C(C1)NC(=O)C1=CC2=C(S1)C(=CC=C2)NC(C2=CN=C(C=C2)Cl)=O)OC)NS(=O)(=O)C (N-[2-(5-tert-butyl-3-methanesulfonylamino-2-methoxy-phenylcarbamoyl)-benzo[b]thiophen-7-yl]-6-chloronicotinamide). Procedure details: To a solution of the above carboxylic acid (50 mg) in DMF (1.5 mL) was added EDC (1.5 eq) and HOBT (1.5 eq). The reaction was stirred at room temperature for 15 min, then N-(3-amino-5-tert-butyl-2-methoxy-phenyl)-methanesulfonamide (1.2 eq) was added. The reaction was stirred 12 h, then the DMF was removed in vacuo, the residue was taken up in EtOAc and washed with water, followed by brine. The organics were dried over MgSO4, filtered, and concentrated and the residue was purified by flash chrom... The solvent is CN(C)C=O (DMF). The yield is 41.0%. Reactants: ClC1=CC=C(C=N1)C(=O)NC1=CC=CC2=C1SC(=C2)C(=O)O (7-[(6-chloro-pyridine-3-carbonyl)-amino]-benzo[b]thiophene-2-carboxylic acid), C(CCl)Cl (EDC), C=1C=CC2=C(C1)N=NN2O (HOBT), NC=1C(=C(C=C(C1)C(C)(C)C)NS(=O)(=O)C)OC (N-(3-amino-5-tert-butyl-2-methoxy-phenyl)-methanesulfonamide). Run at time 15 minute. As a reaction SMILES: [Cl:1][C:2]1[N:7]=[CH:6][C:5]([C:8]([NH:10][C:11]2[C:16]3[S:17][C:18]([C:20]([OH:22])=O)=[CH:19][C:15]=3[CH:14]=[CH:13][CH:12]=2)=[O:9])=[CH:4][CH:3]=1.C(Cl)CCl.C1C=CC2N(O)N=NC=2C=1.[NH2:37][C:38]1[C:39]([O:53][CH3:54])=[C:40]([NH:48][S:49]([CH3:52])(=[O:51])=[O:50])[CH:41]=[C:42]([C:44]([CH3:47])([CH3:46])[CH3:45])[CH:43]=1>CN(C=O)C>[C:44]([C:42]1[CH:41]=[C:40]([NH:48][S:49]([CH3:52])(=[O:51])=[O:50])[C:39]([O:53][CH3:54])=[C:38]([NH:37][C:20]([C:18]2[S:17][C:16]3[C:11]([NH:10][C:8](=[O:9])[C:5]4[CH:4]=[CH:3][C:2]([Cl:1])=[N:7][CH:6]=4)=[CH:12][CH:13]=[CH:14][C:15]=3[CH:19]=2)=[O:22])[CH:43]=1)([CH3:47])([CH3:45])[CH3:46]. Starting materials: IC=1C=NN(C1C)[C@@H]1CC[C@H](CC1)C(=O)OCC (ethyl trans-4-(4-iodo-5-methyl-1H-pyrazol-1-yl)cyclohexanecarboxylate), C1CCOC1 (THF), C(C)(C)[Mg]Cl (isopropylmagnesium chloride), C1CCOC1 (THF), COB1OC(C(O1)(C)C)(C)C (2-Methoxy-4,4,5,5-tetramethyl-1,3,2-dioxaborolane). Reaction conditions: time 30 minute. Product: CC1=C(C=NN1[C@@H]1CC[C@H](CC1)C(=O)OCC)B1OC(C(O1)(C)C)(C)C (Ethyl trans-4-[5-methyl-4-(4,4,5,5-tetramethyl-1,3,2-dioxaborolan-2-yl)-1H-pyrazol-1-yl]cyclohexanecarboxylate). As a reaction SMILES: I[C:2]1[CH:3]=[N:4][N:5]([C@H:8]2[CH2:13][CH2:12][C@H:11]([C:14]([O:16][CH2:17][CH3:18])=[O:15])[CH2:10][CH2:9]2)[C:6]=1[CH3:7].C1COCC1.C([Mg]Cl)(C)C.CO[B:31]1[O:35][C:34]([CH3:37])([CH3:36])[C:33]([CH3:39])([CH3:38])[O:32]1>>[CH3:7][C:6]1[N:5]([C@H:8]2[CH2:13][CH2:12][C@H:11]([C:14]([O:16][CH2:17][CH3:18])=[O:15])[CH2:10][CH2:9]2)[N:4]=[CH:3][C:2]=1[B:31]1[O:35][C:34]([CH3:37])([CH3:36])[C:33]([CH3:39])([CH3:38])[O:32]1. Reported procedure: To a solution of ethyl trans-4-(4-iodo-5-methyl-1H-pyrazol-1-yl)cyclohexanecarboxylate (100.0 mg, 0.2761 mmol) in THF (5 mL, 60 mmol) was added 2 M isopropylmagnesium chloride in THF (0.5522 mL, 1.104 mmol) at rt, and the mixture was stirred for 30 min. 2-Methoxy-4,4,5,5-tetramethyl-1,3,2-dioxaborolane (0.2262 mL, 1.380 mmol) was added, and the mixture stirred at rt for 2 h. The reaction was quenched with sat. NH4Cl, and the organic solvent was removed in vacuo. The material was extracted with D... Reactants: IC1=C(N=C(N1C)C1=NC=CC=C1)C1=CC=C(C(=O)OC)C=C1 (methyl 4-(5-iodo-1-methyl-2-pyridin-2-yl-1H-imidazol-4-yl)benzoate), NN (hydrazine). Solvent: CCO (EtOH). The product is IC1=C(N=C(N1C)C1=NC=CC=C1)C1=CC=C(C(=O)NN)C=C1 (4-(5-iodo-1-methyl-2-pyridin-2-yl-1H-imidazol-4-yl)benzohydrazide). Reaction SMILES: [I:1][C:2]1[N:6]([CH3:7])[C:5]([C:8]2[CH:13]=[CH:12][CH:11]=[CH:10][N:9]=2)=[N:4][C:3]=1[C:14]1[CH:23]=[CH:22][C:17]([C:18](OC)=[O:19])=[CH:16][CH:15]=1.[NH2:24][NH2:25]>CCO>[I:1][C:2]1[N:6]([CH3:7])[C:5]([C:8]2[CH:13]=[CH:12][CH:11]=[CH:10][N:9]=2)=[N:4][C:3]=1[C:14]1[CH:23]=[CH:22][C:17]([C:18]([NH:24][NH2:25])=[O:19])=[CH:16][CH:15]=1. Procedure details: Methyl 4-(5-iodo-1-methyl-2-pyridin-2-yl-1H-imidazol-4-yl)benzoate (Step 3, 2 g, 1.9 mmol) was suspended in 10 mL of EtOH and 3 mL of anhydrous hydrazine, and heated at reflux for 2 h. After the reaction was cooled to rt, the solid product was filtered, washed with hexanes, and air-dried to give 750 mg of 4-(5-iodo-1-methyl-2-pyridin-2-yl-1H-imidazol-4-yl)benzohydrazide. LCMS: [M+1]=420. The reactants are BrC(C)(C)C=1C=CC2=C(C(C(=CO2)C#N)=O)C1 (6-(1-bromo-1-methylethyl)-4-oxo-4H-1-benzopyran-3-carbonitrile), C(C)(=O)O (acetic acid). Run in O (water). Reaction conditions: temperature 100 celsius. Product: C(=C)(C)C=1C=CC2=C(C(C(=CO2)C#N)=O)C1 (6-isopropenyl-4-oxo-4H-1-benzopyran-3-carbonitrile). Yield: 41.5%. Reaction SMILES: Br[C:2]([C:5]1[CH:6]=[CH:7][C:8]2[O:13][CH:12]=[C:11]([C:14]#[N:15])[C:10](=[O:16])[C:9]=2[CH:17]=1)([CH3:4])[CH3:3].C(O)(=O)C>O>[C:2]([C:5]1[CH:6]=[CH:7][C:8]2[O:13][CH:12]=[C:11]([C:14]#[N:15])[C:10](=[O:16])[C:9]=2[CH:17]=1)([CH3:4])=[CH2:3]. Procedure: A mixture of 6-(1-bromo-1-methylethyl)-4-oxo-4H-1-benzopyran-3-carbonitrile (2.0 g), acetic acid (20 ml) and water (5 ml) was heated at 100° C. for one hour, which was then concentrated. The concentrate was subjected to a silica-gel (100 g) column-chromatography, eluting with chloroform-acetone-formic acid (20:1:0.1). The initial eluate was recrystallized from ethanol to give colorless crystals (600 mg) of 6-isopropenyl-4-oxo-4H-1-benzopyran-3-carbonitrile, m.p. 142°-144° C.